Task: describe an organic reaction: reactants, conditions, products, and yield. Dataset: the Open Reaction Database (ORD), a public repository of structured organic reaction records Reactants: CC1=CC(=C(C=C1)NC(=O)C(C(=O)C)N=NC2=C(C=C(C=C2)C3=CC(=C(C=C3)N=NC(C(=O)C)C(=O)NC4=C(C=C(C=C4)C)C)Cl)Cl)C (C.I. Pigment Yellow 13), CC(C(=O)NC1=CC=CC=C1)C(=O)C (2-methylacetoacetanilide). Product: CC1=CC=CC=C1NC(=O)C(C(=O)C)N=NC2=C(C=C(C=C2)C3=CC(=C(C=C3)N=NC(C(=O)C)C(=O)NC4=CC=CC=C4C)Cl)Cl (C.I. Pigment Yellow 14). Reaction SMILES: C[C:2]1[CH:7]=[CH:6][C:5]([NH:8][C:9]([CH:11]([N:15]=[N:16][C:17]2[CH:22]=[CH:21][C:20]([C:23]3[CH:28]=[CH:27][C:26]([N:29]=[N:30][CH:31]([C:35]([NH:37][C:38]4[CH:43]=[CH:42][C:41](C)=[CH:40][C:39]=4[CH3:45])=[O:36])[C:32]([CH3:34])=[O:33])=[C:25]([Cl:46])[CH:24]=3)=[CH:19][C:18]=2[Cl:47])[C:12]([CH3:14])=[O:13])=[O:10])=[C:4]([CH3:48])[CH:3]=1.CC(C(C)=O)C(NC1C=CC=CC=1)=O>>[CH3:45][C:39]1[C:38]([NH:37][C:35]([CH:31]([N:30]=[N:29][C:26]2[CH:27]=[CH:28][C:23]([C:20]3[CH:21]=[CH:22][C:17]([N:16]=[N:15][CH:11]([C:9]([NH:8][C:5]4[C:4]([CH3:48])=[CH:3][CH:2]=[CH:7][CH:6]=4)=[O:10])[C:12]([CH3:14])=[O:13])=[C:18]([Cl:47])[CH:19]=3)=[CH:24][C:25]=2[Cl:46])[C:32]([CH3:34])=[O:33])=[O:36])=[CH:43][CH:42]=[CH:41][CH:40]=1. Procedure: The pigment suspension was prepared similarly to C.I. Pigment Yellow 13 by coupling of 28 g of tetrazotized 3,3'-dichlorobenzidene with 44.3 g of 2-methylacetoacetanilide. Starting materials: C([O-])([O-])=O.[K+].[K+] (potassium carbonate), C(C)(=O)OC(C(C)=O)CC=C(CCCC(CO[Si](C)(C)C(C)(C)C)C)C (3-acetoxy-11-(tert-butyl-dimethylsilyloxy)-6,10-dimethyl-5-undecene-2-one), [Na+].[Cl-] (NaCl). The solvent is CO (methanol). The product is C(C)(C)(C)[Si](OCC(CCCC(=CCC(C(C)=O)O)C)C)(C)C (11-(tert-Butyl-dimethyl-silanyloxy)-3-hydroxy-6,10-dimethyl-undec-5-en-2-one). As a reaction SMILES: C(=O)([O-])[O-].[K+].[K+].C([O:10][CH:11]([CH2:15][CH:16]=[C:17]([CH3:32])[CH2:18][CH2:19][CH2:20][CH:21]([CH3:31])[CH2:22][O:23][Si:24]([C:27]([CH3:30])([CH3:29])[CH3:28])([CH3:26])[CH3:25])[C:12](=[O:14])[CH3:13])(=O)C.[Na+].[Cl-]>CO>[C:27]([Si:24]([CH3:25])([CH3:26])[O:23][CH2:22][CH:21]([CH3:31])[CH2:20][CH2:19][CH2:18][C:17]([CH3:32])=[CH:16][CH2:15][CH:11]([OH:10])[C:12](=[O:14])[CH3:13])([CH3:29])([CH3:30])[CH3:28] |f:0.1.2,4.5|. Procedure: 400 ml saturated potassium carbonate solution is added to 1.94 g (5.05 mmol) 3-acetoxy-11-(tert-butyl-dimethylsilyloxy)-6,10-dimethyl-5-undecene-2-one in 20.0 ml methanol. After termination of the reaction (accurate DC control, e.g. approx. 10 min at room temperature), 30 ml of the NaCl solution is added and five times extracted with 30 ml diethylether. The combined organic phases are washed again with NaCl solution, and dried over sodium sulfate, the solvent was then removed in the vacuum, and ...